This data is from the Open Reaction Database (ORD), a public repository of structured organic reaction records. The task is: describe an organic reaction: reactants, conditions, products, and yield Starting materials: C1CCOC1, CCOC(C)=O, COC(=O)c1c(O)cc(S(C)(=O)=O)cc1F. Product: CS(=O)(=O)c1cc(O)c(CO)c(F)c1. As a reaction SMILES: [CH2:23]1[O:24][CH2:25][CH2:26][CH2:27]1.[CH3:17][CH2:18][O:19][C:20]([CH3:21])=[O:22].[F:1][c:2]1[c:3]([C:4](=[O:5])[O:6][CH3:7])[c:8]([OH:16])[cH:9][c:10]([S:12](=[O:13])(=[O:14])[CH3:15])[cH:11]1>>[F:1][c:2]1[c:3]([CH2:4][OH:5])[c:8]([OH:16])[cH:9][c:10]([S:12](=[O:13])(=[O:14])[CH3:15])[cH:11]1. Reactants: ClCCl, COc1ccc(F)c(-c2ccc(CO)cc2C2=CC3CCC2(C)C3(C)C)c1, CN(C)C=O, O=S(Cl)Cl. Product: COc1ccc(F)c(-c2ccc(CCl)cc2C2=CC3CCC2(C)C3(C)C)c1. Reaction SMILES: [Cl:32][CH2:33][Cl:34].[F:1][c:2]1[c:3](-[c:10]2[c:11]([C:18]3=[CH:23][CH:22]4[CH2:21][CH2:20][C:19]3([CH3:27])[C:24]4([CH3:25])[CH3:26])[cH:12][c:13]([CH2:16][OH:17])[cH:14][cH:15]2)[cH:4][c:5]([O:8][CH3:9])[cH:6][cH:7]1.[O:35]=[CH:36][N:37]([CH3:38])[CH3:39].[S:28]([Cl:29])([Cl:30])=[O:31]>>[F:1][c:2]1[c:3](-[c:10]2[c:11]([C:18]3=[CH:23][CH:22]4[CH2:21][CH2:20][C:19]3([CH3:27])[C:24]4([CH3:25])[CH3:26])[cH:12][c:13]([CH2:16][Cl:30])[cH:14][cH:15]2)[cH:4][c:5]([O:8][CH3:9])[cH:6][cH:7]1.